From a dataset of the Open Reaction Database (ORD), a public repository of structured organic reaction records. describe an organic reaction: reactants, conditions, products, and yield Reactants: ClC1=C(C(=NC=N1)N)CC (6-Chloro-5-ethyl-pyrimidin-4-ylamine), Cl.N1(CCC1)CCN1C(=NC(=C1)C=1C=NC=C(C1)C(F)(F)F)C1CCNCC1 (3-[1-(2-Azetidin-1-yl-ethyl)-2-piperidin-4-yl-1H-imidazol-4-yl]-5-trifluoromethyl-pyridine hydrochloride), C(=O)([O-])[O-].[Cs+].[Cs+] (Cs2CO3). Solvent: CS(=O)C (DMSO). Conditions: temperature 120 celsius, time 2 day. Product: N1(CCC1)CCN1C(=NC(=C1)C=1C=NC=C(C1)C(F)(F)F)C1CCN(CC1)C1=C(C(=NC=N1)N)CC (6-(4-(1-(2-(azetidin-1-yl)ethyl)-4-(5-(trifluoromethyl)pyridin-3-yl)-1H-imidazol-2-yl)piperidin-1-yl)-5-ethylpyrimidin-4-amine). RXN SMILES: Cl[C:2]1[N:7]=[CH:6][N:5]=[C:4]([NH2:8])[C:3]=1[CH2:9][CH3:10].Cl.[N:12]1([CH2:16][CH2:17][N:18]2[CH:22]=[C:21]([C:23]3[CH:24]=[N:25][CH:26]=[C:27]([C:29]([F:32])([F:31])[F:30])[CH:28]=3)[N:20]=[C:19]2[CH:33]2[CH2:38][CH2:37][NH:36][CH2:35][CH2:34]2)[CH2:15][CH2:14][CH2:13]1.C([O-])([O-])=O.[Cs+].[Cs+]>CS(C)=O>[N:12]1([CH2:16][CH2:17][N:18]2[CH:22]=[C:21]([C:23]3[CH:24]=[N:25][CH:26]=[C:27]([C:29]([F:32])([F:30])[F:31])[CH:28]=3)[N:20]=[C:19]2[CH:33]2[CH2:34][CH2:35][N:36]([C:2]3[N:7]=[CH:6][N:5]=[C:4]([NH2:8])[C:3]=3[CH2:9][CH3:10])[CH2:37][CH2:38]2)[CH2:13][CH2:14][CH2:15]1 |f:1.2,3.4.5|. Procedure details: A reaction mixture of 6-Chloro-5-ethyl-pyrimidin-4-ylamine (50.00 mg; 0.32 mmol; 1.00 eq.), 3-[1-(2-Azetidin-1-yl-ethyl)-2-piperidin-4-yl-1H-imidazol-4-yl]-5-trifluoromethyl-pyridine hydrochloride (3) (155.08 mg; 0.32 mmol; 1.00 eq.), and Cs2CO3 (206.74 mg; 0.63 mmol; 4.00 eq.) in DMSO 1.0 ml was stirred at 120° C. for 2 days, purified by HPLC, title compound 81 mg, 41.5%. LC-MS: (M+1=501, obsd.=501). Starting materials: NC=1C=C(C=CC1)C1=CC(=CC2=C1N(C=N2)C2=CC=CC=C2)C(F)(F)F (7-(3-aminophenyl)-1-phenyl-5-trifluoromethylbenzimidazole), C(C)(=O)OC(C)=O (acetic anhydride), C([O-])([O-])=O.[Na+].[Na+] (sodium carbonate). The product is C(C)(=O)NC=1C=C(C=CC1)C1=CC(=CC2=C1N(C=N2)C2=CC=CC=C2)C(F)(F)F (7-(3-Acetamidophenyl)-1-phenyl-5-trifluoromethylbenzimidazole). Yield: 76.0%. As a reaction SMILES: [NH2:1][C:2]1[CH:3]=[C:4]([C:8]2[C:13]3[N:14]([C:17]4[CH:22]=[CH:21][CH:20]=[CH:19][CH:18]=4)[CH:15]=[N:16][C:12]=3[CH:11]=[C:10]([C:23]([F:26])([F:25])[F:24])[CH:9]=2)[CH:5]=[CH:6][CH:7]=1.C(=O)([O-])[O-].[Na+].[Na+].[C:33](OC(=O)C)(=[O:35])[CH3:34]>>[C:33]([NH:1][C:2]1[CH:3]=[C:4]([C:8]2[C:13]3[N:14]([C:17]4[CH:22]=[CH:21][CH:20]=[CH:19][CH:18]=4)[CH:15]=[N:16][C:12]=3[CH:11]=[C:10]([C:23]([F:26])([F:25])[F:24])[CH:9]=2)[CH:5]=[CH:6][CH:7]=1)(=[O:35])[CH3:34] |f:1.2.3|. Procedure: A solution of 7-(3-aminophenyl)-1-phenyl-5-trifluoromethylbenzimidazole (0.32 g, 0.9 mmol) in acetic anhydride (3 ml) was stirred at ambient temperature for one hour. Saturated, aqueous sodium carbonate was added and the resultant mixture was extracted with ethyl acetate. This organic extract was washed with water and brine, successively, dried over magnesium sulphate, concentrated under reduced pressure and purified by column chromatography on silica gel eluting with a mixture of dichloromethan... Reactants: CC(C)(C)O, CC(C)(C)[O-], COC(=O)CCC(CC=Cc1cccnc1)CCCCNS(=O)(=O)c1ccc(Cl)cc1, Cl, [K+], [Na+], C1COCCO1, C1CCOC1, [OH-]. Yields the product O=C([O-])CCC(CC=Cc1cccnc1)CCCCNS(=O)(=O)c1ccc(Cl)cc1, [K+]. As a reaction SMILES: [C:47]([OH:48])([CH3:49])([CH3:50])[CH3:51].[CH3:33][C:34]([CH3:35])([O-:36])[CH3:37].[Cl:1][c:2]1[cH:3][cH:4][c:5]([S:8](=[O:9])(=[O:10])[NH:11][CH2:12][CH2:13][CH2:14][CH2:15][CH:16]([CH2:17][CH2:18][C:19](=[O:20])[O:21][CH3:22])[CH2:23][CH:24]=[CH:25][c:26]2[cH:27][n:28][cH:29][cH:30][cH:31]2)[cH:6][cH:7]1.[ClH:32].[K+:38].[Na+:46].[O:39]1[CH2:40][CH2:41][O:42][CH2:43][CH2:44]1.[O:52]1[CH2:53][CH2:54][CH2:55][CH2:56]1.[OH-:45]>>[Cl:1][c:2]1[cH:3][cH:4][c:5]([S:8](=[O:9])(=[O:10])[NH:11][CH2:12][CH2:13][CH2:14][CH2:15][CH:16]([CH2:17][CH2:18][C:19](=[O:20])[O-:21])[CH2:23][CH:24]=[CH:25][c:26]2[cH:27][n:28][cH:29][cH:30][cH:31]2)[cH:6][cH:7]1.[K+:38]. The reactants are FC1(COC1)C=1C(=CC(=NC1)C(=O)O)O[C@H](C(F)(F)F)C (5-(3-fluorooxetan-3-yl)-4-[(1S)-2,2,2-trifluoro-1-methyl-ethoxy]pyridine-2-carboxylic acid), C1(CC1)C(C)(C1=NOC(=N1)C)N (1-Cyclopropyl-1-(5-methyl-[1,2,4]oxadiazol-3-yl)-ethylamine). Yields the product C1(CC1)C(C)(C1=NOC(=N1)C)NC(=O)C1=NC=C(C(=C1)O[C@H](C(F)(F)F)C)C1(COC1)F (N-[1-cyclopropyl-1-(5-methyl-1,2,4-oxadiazol-3-yl)ethyl]-5-(3-fluorooxetan-3-yl)-4-[(2S)-1,1,1-trifluoropropan-2-yl]oxypyridine-2-carboxamide). As a reaction SMILES: [F:1][C:2]1([C:6]2[C:7]([O:15][C@@H:16]([CH3:21])[C:17]([F:20])([F:19])[F:18])=[CH:8][C:9]([C:12]([OH:14])=O)=[N:10][CH:11]=2)[CH2:5][O:4][CH2:3]1.[CH:22]1([C:25]([NH2:33])([C:27]2[N:31]=[C:30]([CH3:32])[O:29][N:28]=2)[CH3:26])[CH2:24][CH2:23]1>>[CH:22]1([C:25]([NH:33][C:12]([C:9]2[CH:8]=[C:7]([O:15][C@@H:16]([CH3:21])[C:17]([F:20])([F:19])[F:18])[C:6]([C:2]3([F:1])[CH2:5][O:4][CH2:3]3)=[CH:11][N:10]=2)=[O:14])([C:27]2[N:31]=[C:30]([CH3:32])[O:29][N:28]=2)[CH3:26])[CH2:24][CH2:23]1. Procedure details: The title compound was synthesized in analogy to Example 112e, using 5-(3-fluorooxetan-3-yl)-4-[(1S)-2,2,2-trifluoro-1-methyl-ethoxy]pyridine-2-carboxylic acid (Example 142b) and 1-Cyclopropyl-1-(5-methyl-[1,2,4]oxadiazol-3-yl)-ethylamine (CAN 1155536-64-3) as starting materials and isolated (32.6 mg, 37%); MS (ESI, m/z): 459.5 (M+H+). The reactants are O=C1CC(OC2=CC=CC=C12)CNC(C)=O (N-(4-oxochroman-2-ylmethyl)acetamide), [H][H] (hydrogen), solution, Rh((S)-ToIBINAP)(COD)Cl. The solvent is C1(=CC=CC=C1)C (toluene), C1(=CC=CC=C1)C (toluene). Conditions: time 12 hour. The product is O=C1C[C@@H](OC2=CC=CC=C12)CNC(C)=O ((R)-N-(4-oxochroman-2-ylmethyl)acetamide). Yield: 88.4%. RXN SMILES: [O:1]=[C:2]1[C:11]2[C:6](=[CH:7][CH:8]=[CH:9][CH:10]=2)[O:5][CH:4]([CH2:12][NH:13][C:14](=[O:16])[CH3:15])[CH2:3]1.[H][H]>C1(C)C=CC=CC=1>[O:1]=[C:2]1[C:11]2[C:6](=[CH:7][CH:8]=[CH:9][CH:10]=2)[O:5][C@@H:4]([CH2:12][NH:13][C:14](=[O:16])[CH3:15])[CH2:3]1. Reported procedure: 35.1 g of N-(4-oxochroman-2-ylmethyl)acetamide are suspended in 90 ml of toluene, and 1.6 ml of a 10 millimolar solution consisting of [Rh((S)-ToIBINAP)(COD)Cl] in toluene, are added under inert conditions. This suspension is hydrogenated in an autoclave at 100 bar of hydrogen and 100° C. After 12 hours, enantiomerically pure (>99% ee) (R)-N-(4-oxochroman-2-ylmethyl)acetamide is crystallised by cooling to room temperature. Drying gives 31.04 g of (R)-N-(4-oxochroman-2-ylmethyl)acetamide. Starting materials: CC1(C)Cc2cccc(Oc3ncccc3[N+](=O)[O-])c2O1, CO, CCOC(C)=O. Yields the product CC1(C)Cc2cccc(Oc3ncccc3N)c2O1. As a reaction SMILES: [CH3:1][C:2]1([CH3:21])[O:3][c:4]2[c:5]([cH:7][cH:8][cH:9][c:10]2[O:11][c:12]2[n:13][cH:14][cH:15][cH:16][c:17]2[N+:18]([O-:19])=[O:20])[CH2:6]1.[CH3:22][OH:23].[CH3:24][CH2:25][O:26][C:27](=[O:28])[CH3:29]>>[CH3:1][C:2]1([CH3:21])[O:3][c:4]2[c:5]([cH:7][cH:8][cH:9][c:10]2[O:11][c:12]2[n:13][cH:14][cH:15][cH:16][c:17]2[NH2:18])[CH2:6]1. Starting materials: C1(=CC=CC=C1)C(C1N(CCC1=O)C(=O)OCC)C1=CC=CC=C1 (2-(diphenylmethyl)-1-ethoxycarbonylpyrrolidin-3-one), [BH4-].[Na+] (sodium borohydride). Solvent: C(C)O (ethanol). Reaction conditions: time 60 hour. Yields the product C1(=CC=CC=C1)C([C@@H]1N(CC[C@@H]1O)C(=O)OCC)C1=CC=CC=C1 (cis-2-(diphenylmethyl)-3-hydroxy-1-ethoxycarbonylpyrrolidine). As a reaction SMILES: [C:1]1([CH:7]([C:19]2[CH:24]=[CH:23][CH:22]=[CH:21][CH:20]=2)[CH:8]2[C:12](=[O:13])[CH2:11][CH2:10][N:9]2[C:14]([O:16][CH2:17][CH3:18])=[O:15])[CH:6]=[CH:5][CH:4]=[CH:3][CH:2]=1.[BH4-].[Na+]>C(O)C>[C:19]1([CH:7]([C:1]2[CH:6]=[CH:5][CH:4]=[CH:3][CH:2]=2)[C@H:8]2[C@@H:12]([OH:13])[CH2:11][CH2:10][N:9]2[C:14]([O:16][CH2:17][CH3:18])=[O:15])[CH:20]=[CH:21][CH:22]=[CH:23][CH:24]=1 |f:1.2|. Procedure details: To a solution of 2-(diphenylmethyl)-1-ethoxycarbonylpyrrolidin-3-one (Example 1c, 5.75 g, 18 mmol) in ethanol (50 ml) was added sodium borohydride (1.00 g, 26 mmol) and the mixture was stirred under nitrogen for 60 h at room temperature. The reaction mixture was partitioned between 10% citric acid/ethyl acetate, the organic phase washed with saturated brine and dried (MgSO4). The solvent was removed in vacuo and the residue chromatographed on silica gel using ethyl acetate/hexane (2:3) as eluant... Starting materials: CC1=C(C=CC=C1)NC(NC1=CC=C(C=C1)CC(=O)OC1=C(C(=C(C(=C1F)F)F)F)F)=O (pentafluorophenyl 4-[N′-(2-methylphenyl)ureido]phenylacetate), N[C@H](COC1=CC=C(C(=O)OC)C=C1)C (methyl (S)-4-(2-amino-1-propoxy)benzoate), CN(C)C=O (DMF). Solvent: CCOC(=O)C (EtOAc). Run at time 3 hour. Product: COC=1C=C(C=CC1NC(=O)NC1=C(C=CC=C1)C)CC(=O)N[C@H](COC1=CC=C(C(=O)O)C=C1)C ((S)-4-[2-[3-methoxy-4-[N′-(2-methylphenyl)ureido]phenylacetylamino]-1-propoxy]benzoic acid). Isolated yield 36.0%. Reaction SMILES: [CH3:1][C:2]1[CH:7]=[CH:6][CH:5]=[CH:4][C:3]=1[NH:8][C:9](=[O:32])[NH:10][C:11]1[CH:16]=[CH:15][C:14]([CH2:17][C:18]([O:20]C2C(F)=C(F)C(F)=C(F)C=2F)=O)=[CH:13][CH:12]=1.[NH2:33][C@@H:34]([CH3:47])[CH2:35][O:36][C:37]1[CH:46]=[CH:45][C:40]([C:41]([O:43]C)=[O:42])=[CH:39][CH:38]=1.CN([CH:51]=[O:52])C>CCOC(C)=O>[CH3:51][O:52][C:16]1[CH:15]=[C:14]([CH2:17][C:18]([NH:33][C@@H:34]([CH3:47])[CH2:35][O:36][C:37]2[CH:46]=[CH:45][C:40]([C:41]([OH:43])=[O:42])=[CH:39][CH:38]=2)=[O:20])[CH:13]=[CH:12][C:11]=1[NH:10][C:9]([NH:8][C:3]1[CH:4]=[CH:5][CH:6]=[CH:7][C:2]=1[CH3:1])=[O:32]. Procedure details: A mixture of pentafluorophenyl 4-[N′-(2-methylphenyl)ureido]phenylacetate (560 mg, 1.24 mmol), methyl (S)-4-(2-amino-1-propoxy)benzoate (260 mg, 1.24 mmol), Et3 N (0.260 mL, 1.87 mmol) in DMF (8 mL) was stirred at room temp for 3 hr. The mixture was diluted with EtOAc and the solution was washed with 0.5 N HCl, brine, and dried over Na2SO4. After removal of the solvent, the residue was purified by recrystallization from MeOH—CHCl3-n-hexane to give 210 mg (36%) (S)-4-[2-[3-methoxy-4-[N′-(2-methyl... The reactants are Cc1nc2ccc(Br)cc2c(-c2ccccc2)c1S(C)(=O)=O, O=C([O-])[O-], CC(C)(C)O, C1CCNCC1, CCCCCCC, ClC(Cl)Cl, [Cs+], [Cs+], C1COCCO1, O=C(C=Cc1ccccc1)C=Cc1ccccc1, O=C(C=Cc1ccccc1)C=Cc1ccccc1, O=C(C=Cc1ccccc1)C=Cc1ccccc1, [Pd], [Pd]. The product is Cc1nc2ccc(N3CCCCC3)cc2c(-c2ccccc2)c1S(C)(=O)=O. As a reaction SMILES: [Br:7][c:8]1[cH:9][c:10]2[c:11](-[c:23]3[cH:24][cH:25][cH:26][cH:27][cH:28]3)[c:12]([S:19](=[O:20])(=[O:21])[CH3:22])[c:13]([CH3:18])[n:14][c:15]2[cH:16][cH:17]1.[C:1](=[O:2])([O-:3])[O-:4].[C:35]([OH:36])([CH3:37])([CH3:38])[CH3:39].[CH2:29]1[CH2:30][CH2:31][NH:32][CH2:33][CH2:34]1.[CH3:46][CH2:47][CH2:48][CH2:49][CH2:50][CH2:51][CH3:52].[CH:109]([Cl:110])([Cl:111])[Cl:112].[Cs+:5].[Cs+:6].[O:40]1[CH2:41][CH2:42][O:43][CH2:44][CH2:45]1.[O:55]=[C:56]([CH:57]=[CH:58][c:59]1[cH:60][cH:61][cH:62][cH:63][cH:64]1)[CH:65]=[CH:66][c:67]1[cH:68][cH:69][cH:70][cH:71][cH:72]1.[O:73]=[C:74]([CH:75]=[CH:76][c:77]1[cH:78][cH:79][cH:80][cH:81][cH:82]1)[CH:83]=[CH:84][c:85]1[cH:86][cH:87][cH:88][cH:89][cH:90]1.[O:91]=[C:92]([CH:93]=[CH:94][c:95]1[cH:96][cH:97][cH:98][cH:99][cH:100]1)[CH:101]=[CH:102][c:103]1[cH:104][cH:105][cH:106][cH:107][cH:108]1.[Pd:53].[Pd:54]>>[c:8]1([N:32]2[CH2:31][CH2:30][CH2:29][CH2:34][CH2:33]2)[cH:9][c:10]2[c:11](-[c:23]3[cH:24][cH:25][cH:26][cH:27][cH:28]3)[c:12]([S:19](=[O:20])(=[O:21])[CH3:22])[c:13]([CH3:18])[n:14][c:15]2[cH:16][cH:17]1.